Dataset: the Open Reaction Database (ORD), a public repository of structured organic reaction records. Task: describe an organic reaction: reactants, conditions, products, and yield Starting materials: O (water), CS(=O)(=O)C1=CC=C(C=C1)[O-].[K+] (potassium 4-(methanesulfonyl)phenolate), BrCC=1N=NC(=CC1)Cl (3-bromomethyl-6-chloropyridazine). Solvent: CN(C=O)C (N,N-dimethylformamide), CN(C=O)C (N,N-dimethylformamide). Reaction conditions: time 2.5 hour. Product: ClC=1N=NC(=CC1)COC1=CC=C(C=C1)S(=O)(=O)C (3-Chloro-6-(4-methanesulfonylphenoxymethyl)-pyridazine). Yield: 69.5%. Reaction SMILES: [CH3:1][S:2]([C:5]1[CH:10]=[CH:9][C:8]([O-:11])=[CH:7][CH:6]=1)(=[O:4])=[O:3].[K+].Br[CH2:14][C:15]1[N:16]=[N:17][C:18]([Cl:21])=[CH:19][CH:20]=1.O>CN(C)C=O>[Cl:21][C:18]1[N:17]=[N:16][C:15]([CH2:14][O:11][C:8]2[CH:9]=[CH:10][C:5]([S:2]([CH3:1])(=[O:3])=[O:4])=[CH:6][CH:7]=2)=[CH:20][CH:19]=1 |f:0.1|. Procedure: To a solution of potassium 4-(methanesulfonyl)phenolate (150 mg, 0.713 mmol) in N,N-dimethylformamide (2 mL) was added a solution of 3-bromomethyl-6-chloropyridazine (221 mg, 1.07 mmol) in N,N-dimethylformamide (2 mL). The mixture was stirred at room temperature for 2.5 hours, poured into water and extracted with ethyl acetate. The organic layer was washed with brine, dried over anhydrous sodium sulfate and concentrated under reduced pressure. The residue was purified by silica gel column chroma... Reactants: CCI, CN(C)C=O, COc1ccc(OCCCCCCc2c(C)n[nH]c2C)c(Cl)c1, [H-], [Na+]. Product: CCn1nc(C)c(CCCCCCOc2ccc(OC)cc2Cl)c1C. RXN SMILES: [CH2:26]([CH3:27])[I:28].[CH3:29][N:30]([CH3:31])[CH:32]=[O:33].[Cl:1][c:2]1[c:3]([O:4][CH2:5][CH2:6][CH2:7][CH2:8][CH2:9][CH2:10][c:11]2[c:12]([CH3:17])[n:13][nH:14][c:15]2[CH3:16])[cH:18][cH:19][c:20]([O:22][CH3:23])[cH:21]1.[H-:24].[Na+:25]>>[Cl:1][c:2]1[c:3]([O:4][CH2:5][CH2:6][CH2:7][CH2:8][CH2:9][CH2:10][c:11]2[c:12]([CH3:17])[n:13]([CH2:26][CH3:27])[n:14][c:15]2[CH3:16])[cH:18][cH:19][c:20]([O:22][CH3:23])[cH:21]1. Starting materials: FC(C=1C=C(C=CC1)NC1=NC=CC(=N1)C1=CC(=NC=C1)Cl)(F)F (N-(3-trifluoromethyl-phenyl)-4-(2-chloro4-pyridyl)-2-pyrimidineamine), NCCCO (3-amino-1-propanol). Product: FC(C=1C=C(C=CC1)NC1=NC=CC(=N1)C1=CC(=NC=C1)NCCCO)(F)F (N-(3-trifluoromethyl-phenyl)-4-[2-(3-hydroxy-propyl-amino)-4-pyridyl]-2-pyrimidineamine). Reaction SMILES: [F:1][C:2]([F:24])([F:23])[C:3]1[CH:4]=[C:5]([NH:9][C:10]2[N:15]=[C:14]([C:16]3[CH:21]=[CH:20][N:19]=[C:18](Cl)[CH:17]=3)[CH:13]=[CH:12][N:11]=2)[CH:6]=[CH:7][CH:8]=1.[NH2:25][CH2:26][CH2:27][CH2:28][OH:29]>>[F:1][C:2]([F:24])([F:23])[C:3]1[CH:4]=[C:5]([NH:9][C:10]2[N:15]=[C:14]([C:16]3[CH:21]=[CH:20][N:19]=[C:18]([NH:25][CH2:26][CH2:27][CH2:28][OH:29])[CH:17]=3)[CH:13]=[CH:12][N:11]=2)[CH:6]=[CH:7][CH:8]=1. Reported procedure: 50 mg (0.143 mmol) of N-(3-trifluoromethyl-phenyl)-4-(2-chloro4-pyridyl)-2-pyrimidineamine are stirred for 44 h at 100° in 1 ml of 3-amino-1-propanol. Concentration by evaporation and chromatography (methylene chloride:methanol=9:1) give N-(3-trifluoromethyl-phenyl)-4-[2-(3-hydroxy-propyl-amino)-4-pyridyl]-2-pyrimidineamine; Rf =0.1 (methylene chloride:methanol=95:5), FAB-MS: 390, m.p. 158°-163°. The reactants are OC(CN)C1=CC(=CC=C1)Cl (2-hydroxy-2-(3-chlorophenyl) ethanamine), C(=O)(OC)/C=C/C1=CC=C(C=C1)CC(CC)=O (4-{(E)-2-carbomethoxyethenyl}phenylbutan-2-one). Yields the product C(=O)(OC)/C=C/C1=CC=C(C=C1)CCC(C)NCC(C1=CC(=CC=C1)Cl)O (N-{3-(4-{(E)-2-Carbomethoxyethenyl}phenyl)-1-methylpropyl}-2-hydroxy-2-(3-chlorophenyl) ethanamine). Isolated yield 22.3%. RXN SMILES: [OH:1][CH:2]([C:5]1[CH:10]=[CH:9][CH:8]=[C:7]([Cl:11])[CH:6]=1)[CH2:3][NH2:4].[C:12](/[CH:16]=[CH:17]/[C:18]1[CH:23]=[CH:22][C:21]([CH2:24][C:25](=O)[CH2:26][CH3:27])=[CH:20][CH:19]=1)([O:14][CH3:15])=[O:13]>>[C:12](/[CH:16]=[CH:17]/[C:18]1[CH:19]=[CH:20][C:21]([CH2:24][CH2:25][CH:26]([NH:4][CH2:3][CH:2]([OH:1])[C:5]2[CH:10]=[CH:9][CH:8]=[C:7]([Cl:11])[CH:6]=2)[CH3:27])=[CH:22][CH:23]=1)([O:14][CH3:15])=[O:13]. Procedure details: This was prepared in an identical manner to the compound described in Example 1 using 2-hydroxy-2-(3-chlorophenyl) ethanamine (1.71 g) and 4-{(E)-2-carbomethoxyethenyl}phenylbutan-2-one (2.32 g). Elution with 1% methanolchloroform on Kieselgel 60 gave the title compound (0.86 g), m.p. 87°-89° C. (hexane) as a 50:50 mixture of diastereoisomers. τ(CDCl3), 8.9 (3H, d, J=6 Hz), 8.15-8.55 (2H, m), 6.9-7.7 (7H, m, 2H disappears with D2O), 6.3 (3H, s), 5.45 (1H, m), 3.65 (1H, d, J=16 Hz), 2.55-2.9 (8H,... Conditions: time 1.5 hour. Procedure: To a solution of (S)-ethyl 2-(2-chloro-5-methyl-7-(trifluoromethylsulfonyloxy)benzo[d]thiazol-6-yl)-2-hydroxyacetate (0.5691 g, 1.31 mmol) in tert-butyl acetate (65 mL) was added 70% perchloric acid (65 μL, 1.57 mmol). Reaction mixture was stirred for 1.5 h and quenched with solid sodium bicarbonate. Saturated sodium bicarbonate solution was carefully added until basic and mixture was extracted with ethyl acetate. The organic layer was washed with saturated sodium bicarbonate solution, brine, dr... Reaction SMILES: [Cl:1][C:2]1[S:3][C:4]2[C:10]([O:11][S:12]([C:15]([F:18])([F:17])[F:16])(=[O:14])=[O:13])=[C:9]([C@H:19]([OH:25])[C:20]([O:22][CH2:23][CH3:24])=[O:21])[C:8]([CH3:26])=[CH:7][C:5]=2[N:6]=1.Cl(O)(=O)(=O)=O.[C:32](O[C@@H](C1C(C)=CC2N=C(Br)SC=2C=1OS(C(F)(F)F)(=O)=O)C(OCC)=O)([CH3:35])([CH3:34])[CH3:33]>C(OC(C)(C)C)(=O)C>[C:32]([O:25][C@@H:19]([C:9]1[C:8]([CH3:26])=[CH:7][C:5]2[N:6]=[C:2]([Cl:1])[S:3][C:4]=2[C:10]=1[O:11][S:12]([C:15]([F:18])([F:16])[F:17])(=[O:14])=[O:13])[C:20]([O:22][CH2:23][CH3:24])=[O:21])([CH3:35])([CH3:34])[CH3:33]. Starting materials: ClC=1SC2=C(N1)C=C(C(=C2OS(=O)(=O)C(F)(F)F)[C@@H](C(=O)OCC)O)C ((S)-ethyl 2-(2-chloro-5-methyl-7-(trifluoromethylsulfonyloxy)benzo[d]thiazol-6-yl)-2-hydroxyacetate), Cl(=O)(=O)(=O)O (perchloric acid), C(C)(C)(C)O[C@H](C(=O)OCC)C1=C(C2=C(N=C(S2)Br)C=C1C)OS(=O)(=O)C(F)(F)F ((S)-ethyl 2-tert-butoxy-2-(2-bromo-5-methyl-7-(trifluoromethylsulfonyloxy)benzo[d]thiazol-6-yl)acetate). The product is C(C)(C)(C)O[C@H](C(=O)OCC)C1=C(C2=C(N=C(S2)Cl)C=C1C)OS(=O)(=O)C(F)(F)F ((S)-ethyl 2-tert-butoxy-2-(2-chloro-5-methyl-7-(trifluoromethylsulfonyloxy)benzo[d]thiazol-6-yl)acetate). Solvent: C(C)(=O)OC(C)(C)C (tert-butyl acetate). Starting materials: C(C1=CC=CC=C1)(C1=CC=CC=C1)(C1=CC=CC=C1)NC1=NC(=NS1)/C(/C(=O)O)=N/OCF (2-(5-tritylamino-1,2,4-thiadiazol-3-yl)-(Z)-2-fluoromethoxyiminoacetic acid). Run in FC(C(=O)O)(F)F (trifluoroacetic acid). Conditions: time 24 hour. Yields the product NC1=NC(=NS1)/C(/C(=O)O)=N/OCF (2-(5-Amino-1,2,4-thiadiazol-3-yl)-(Z)-2-fluoromethoxyiminoacetic acid). Yield: 35.2%. Reaction SMILES: C([NH:20][C:21]1[S:25][N:24]=[C:23](/[C:26](=[N:30]/[O:31][CH2:32][F:33])/[C:27]([OH:29])=[O:28])[N:22]=1)(C1C=CC=CC=1)(C1C=CC=CC=1)C1C=CC=CC=1>FC(F)(F)C(O)=O>[NH2:20][C:21]1[S:25][N:24]=[C:23](/[C:26](=[N:30]/[O:31][CH2:32][F:33])/[C:27]([OH:29])=[O:28])[N:22]=1. Procedure details: Added to trifluoroacetic acid (100 ml) was 2-(5-tritylamino-1,2,4-thiadiazol-3-yl)-(Z)-2-fluoromethoxyiminoacetic acid (13 g). The resulting mixture was stirred at room temperature for 24 hours. Trifluoroacetic acid was distilled off under reduced pressure. Water (100 ml) was added to the residue and an insoluble matter was filtered off. The solvent was distilled off from the filtrate under reduced pressure. The residue was crystallized from a 1:3 mixture of acetone and isopropyl ether, thereby ... Starting materials: CCOC(C)=O, CCCCOc1cc2c(C=O)cnc(Cc3cccc(OC)c3)c2cc1OC, CCCCCC, CC(=O)O, O=[Se]=O. Product: CCCCOc1cc2c(C=O)cnc(C(=O)c3cccc(OC)c3)c2cc1OC. Reaction SMILES: [C:38]([O:39][CH2:40][CH3:41])(=[O:42])[CH3:43].[CH2:1]([CH2:2][CH2:3][CH3:4])[O:5][c:6]1[cH:7][c:8]2[c:9]([CH:27]=[O:28])[cH:10][n:11][c:12]([CH2:18][c:19]3[cH:20][c:21]([O:25][CH3:26])[cH:22][cH:23][cH:24]3)[c:13]2[cH:14][c:15]1[O:16][CH3:17].[CH3:32][CH2:33][CH2:34][CH2:35][CH2:36][CH3:37].[CH3:44][C:45](=[O:46])[OH:47].[Se:29](=[O:30])=[O:31]>>[CH2:1]([CH2:2][CH2:3][CH3:4])[O:5][c:6]1[cH:7][c:8]2[c:9]([CH:27]=[O:28])[cH:10][n:11][c:12]([C:18]([c:19]3[cH:20][c:21]([O:25][CH3:26])[cH:22][cH:23][cH:24]3)=[O:30])[c:13]2[cH:14][c:15]1[O:16][CH3:17].